From a dataset of the Open Reaction Database (ORD), a public repository of structured organic reaction records. describe an organic reaction: reactants, conditions, products, and yield The reactants are C([O-])(O)=O.[Na+] (sodium bicarbonate), O=C1SC(C(N1)=O)CC1=CC=C(OCC2(OC3=C(C(=C(C(=C3C(C2)=O)C)OCC(=O)O)C)C)C)C=C1 (α-{2-[4-(2,4-dioxothiazolidin-5-ylmethyl)phenoxymethyl]-2,5,7,8-tetramethyl-4-oxo-chroman-6-yloxy}acetic acid), O1CCOCC1 (dioxane), Cl (hydrogen chloride). The solvent is C(C)O (ethanol), O (water). Conditions: time 8 hour. Product: O=C1SC(C(N1)=O)CC1=CC=C(OCC2(OC3=C(C(=C(C(=C3C(C2)=O)C)OCC(=O)OCC)C)C)C)C=C1 (Ethyl α-{2-[4-(2,4-dioxothiazolidin-5-ylmethyl)phenoxymethyl]-2,5,7,8-tetramethyl-4-oxochroman-6-yloxy}acetate). Reaction SMILES: [O:1]=[C:2]1[NH:6][C:5](=[O:7])[CH:4]([CH2:8][C:9]2[CH:36]=[CH:35][C:12]([O:13][CH2:14][C:15]3([CH3:34])[CH2:24][C:23](=[O:25])[C:22]4[C:17](=[C:18]([CH3:33])[C:19]([CH3:32])=[C:20]([O:27][CH2:28][C:29]([OH:31])=[O:30])[C:21]=4[CH3:26])[O:16]3)=[CH:11][CH:10]=2)[S:3]1.O1CCO[CH2:39][CH2:38]1.Cl.C(=O)(O)[O-].[Na+]>O.C(O)C>[O:1]=[C:2]1[NH:6][C:5](=[O:7])[CH:4]([CH2:8][C:9]2[CH:10]=[CH:11][C:12]([O:13][CH2:14][C:15]3([CH3:34])[CH2:24][C:23](=[O:25])[C:22]4[C:17](=[C:18]([CH3:33])[C:19]([CH3:32])=[C:20]([O:27][CH2:28][C:29]([O:31][CH2:38][CH3:39])=[O:30])[C:21]=4[CH3:26])[O:16]3)=[CH:35][CH:36]=2)[S:3]1 |f:3.4|. Procedure details: A mixture of 0.5 g of α-{2-[4-(2,4-dioxothiazolidin-5-ylmethyl)phenoxymethyl]-2,5,7,8-tetramethyl-4-oxo-chroman-6-yloxy}acetic acid (obtained as described in Example 59), 0.5 ml of a 4N dioxane solution of hydrogen chloride and 5 ml of ethanol was allowed to stand overnight at room temperature. The reaction mixture was then poured into water and the solution was neutralized with sodium bicarbonate and extracted with ethyl acetate. The extract was washed with water and dried over anhydrous sodium...